From a dataset of the Open Reaction Database (ORD), a public repository of structured organic reaction records. describe an organic reaction: reactants, conditions, products, and yield Reactants: CC(=O)OC(C)=O, c1ccc(-n2cccn2)cc1. Product: CC(=O)c1cnn(-c2ccccc2)c1. As a reaction SMILES: [CH3:12][C:13](=[O:14])[O:15][C:16](=[O:17])[CH3:18].[c:1]1(-[n:7]2[n:8][cH:9][cH:10][cH:11]2)[cH:2][cH:3][cH:4][cH:5][cH:6]1>>[c:1]1(-[n:7]2[n:8][cH:9][c:10]([C:13]([CH3:12])=[O:14])[cH:11]2)[cH:2][cH:3][cH:4][cH:5][cH:6]1.